From a dataset of the Open Reaction Database (ORD), a public repository of structured organic reaction records. describe an organic reaction: reactants, conditions, products, and yield The reactants are COc1ccc2c(Oc3ccc(C=O)cc3)c(-c3ccccc3)c(C(C)C)cc2c1, CCOC(=O)CP(=O)(OCC)OCC, [Li]CCCC. Yields the product CCOC(=O)C=Cc1ccc(Oc2c(-c3ccccc3)c(C(C)C)cc3cc(OC)ccc23)cc1. As a reaction SMILES: [CH3:1][CH:2]([CH3:3])[c:4]1[c:5](-[c:25]2[cH:26][cH:27][cH:28][cH:29][cH:30]2)[c:6]([O:16][c:17]2[cH:18][cH:19][c:20]([CH:21]=[O:22])[cH:23][cH:24]2)[c:7]2[cH:8][cH:9][c:10]([O:14][CH3:15])[cH:11][c:12]2[cH:13]1.[CH3:31][CH2:32][O:33][C:34](=[O:35])[CH2:36][P:37]([O:38][CH2:39][CH3:40])([O:41][CH2:42][CH3:43])=[O:44].[CH3:45][CH2:46][CH2:47][CH2:48][Li:49]>>[CH3:1][CH:2]([CH3:3])[c:4]1[c:5](-[c:25]2[cH:26][cH:27][cH:28][cH:29][cH:30]2)[c:6]([O:16][c:17]2[cH:18][cH:19][c:20]([CH:21]=[CH:36][C:34]([O:33][CH2:32][CH3:31])=[O:35])[cH:23][cH:24]2)[c:7]2[cH:8][cH:9][c:10]([O:14][CH3:15])[cH:11][c:12]2[cH:13]1. The reactants are ClC=1C=C2C(C(N(C2=NC1)CC)=O)(Br)Br (5-chloro-3,3-dibromo-1-ethyl-7-azaoxindole), ice water. Reagents/catalysts: [Zn] (zinc). Solvent: C(C)(=O)O (acetic acid). Run at time 1 hour. Yields the product ClC=1C=C2CC(N(C2=NC1)CC)=O (5-Chloro-1-ethyl-7-azaoxindole). RXN SMILES: [Cl:1][C:2]1[CH:3]=[C:4]2[C:8](=[N:9][CH:10]=1)[N:7]([CH2:11][CH3:12])[C:6](=[O:13])[C:5]2(Br)Br>C(O)(=O)C.[Zn]>[Cl:1][C:2]1[CH:3]=[C:4]2[C:8](=[N:9][CH:10]=1)[N:7]([CH2:11][CH3:12])[C:6](=[O:13])[CH2:5]2. Procedure details: To a solution of 5-chloro-3,3-dibromo-1-ethyl-7-azaoxindole (4.60 g, 13.0 mmol) in glacial acetic acid (75 mL) was added, in portions, zinc powder (2.5 g, 39 mmol). An exothermic reaction took place immediately, however, stirring at room temperature was continued for 1 hour. The mixture was poured into ice/water and then extracted with ethyl acetate. The organic extract was washed with water, dried over magnesium sulfate and evaporated to leave an oil which was chromatographed on a column of sil... Reactants: CN(C)CCCC#Cc1cnc(N)nc1, O=S(=O)(Cl)c1ccc(C(F)(F)F)cc1, c1ccncc1. Yields the product CN(C)CCCC#Cc1cnc(NS(=O)(=O)c2ccc(C(F)(F)F)cc2)nc1. Reaction SMILES: [CH3:1][N:2]([CH2:3][CH2:4][CH2:5][C:6]#[C:7][c:8]1[cH:9][n:10][c:11]([NH2:14])[n:12][cH:13]1)[CH3:15].[F:16][C:17]([c:18]1[cH:19][cH:20][c:21]([S:24](=[O:25])(=[O:26])[Cl:27])[cH:22][cH:23]1)([F:28])[F:29].[cH:30]1[cH:31][cH:32][n:33][cH:34][cH:35]1>>[CH3:1][N:2]([CH2:3][CH2:4][CH2:5][C:6]#[C:7][c:8]1[cH:9][n:10][c:11]([NH:14][S:24]([c:21]2[cH:20][cH:19][c:18]([C:17]([F:16])([F:28])[F:29])[cH:23][cH:22]2)(=[O:25])=[O:26])[n:12][cH:13]1)[CH3:15].